The task is: describe an organic reaction: reactants, conditions, products, and yield. This data is from the Open Reaction Database (ORD), a public repository of structured organic reaction records. The reactants are BrCCCl (1-bromo-2-chloroethane), ClC=1C(N(N=CC1OCCCl)C(C)C)=O (4-chloro-5-(2-chloroethyloxy)-2-i-propyl-3(2H)pyridazinone), ClC=1C(N(N=CC1O)C(C)C)=O (4-chloro-5-hydroxy-2-i-propyl-3(2H)pyridazinone). The product is ClC=1C(N(N=CC1OCCCCl)C(C)(C)C)=O (4-Chloro-5-(3-chloropropyloxy)-2-t-butyl-3(2H) pyridazinone). As a reaction SMILES: BrC[CH2:3][Cl:4].[Cl:5][C:6]1[C:7](=[O:19])[N:8]([CH:16]([CH3:18])[CH3:17])[N:9]=[CH:10][C:11]=1[O:12][CH2:13][CH2:14]Cl.Cl[C:21]1C(=O)N(C(C)C)N=CC=1O>>[Cl:5][C:6]1[C:7](=[O:19])[N:8]([C:16]([CH3:21])([CH3:18])[CH3:17])[N:9]=[CH:10][C:11]=1[O:12][CH2:13][CH2:14][CH2:3][Cl:4]. Reported procedure: Further, by using 1-bromo-2-chloroethane instead of 1-bromo-3-chloropropane, 4-chloro-5-(2-chloroethyloxy)-2-i-propyl-3(2H)pyridazinone (crystals, melting point: 100°-103° C.) was prepared from 4-chloro-5-hydroxy-2-i-propyl-3(2H)pyridazinone. The reactants are BrC1=CC=C(C=C1)CN1N=C(C(=C(C1=O)C(=O)NCC(=O)O)O)C(C)C (N-{[2-[(4-Bromophenyl)methyl]-5-hydroxy-6-(1-methylethyl)-3-oxo-2,3-dihydro-4-pyridazinyl]carbonyl}glycine), [N+](=O)([O-])C1=CC=C(C=C1)B(O)O (4-nitrobenzeneboronic acid), C([O-])([O-])=O.[K+].[K+] (potassium carbonate), Cl (HCl). The reagents and catalysts are C=1C=CC(=CC1)[P](C=2C=CC=CC2)(C=3C=CC=CC3)[Pd]([P](C=4C=CC=CC4)(C=5C=CC=CC5)C=6C=CC=CC6)([P](C=7C=CC=CC7)(C=8C=CC=CC8)C=9C=CC=CC9)[P](C=1C=CC=CC1)(C=1C=CC=CC1)C=1C=CC=CC1 (tetrakis(triphenylphosphine)palladium). Run in O1CCOCC1 (1,4-Dioxane), O (Water), O (water). The product is OC1=C(C(N(N=C1C(C)C)CC1=CC=C(C=C1)C1=CC=C(C=C1)[N+](=O)[O-])=O)C(=O)NCC(=O)O (N-({5-Hydroxy-6-(1-methylethyl)-2-[(4′-nitro-4-biphenylyl)methyl]-3-oxo-2,3-dihydro-4-pyridazinyl}carbonyl)glycine). The yield is 38.3%. As a reaction SMILES: Br[C:2]1[CH:7]=[CH:6][C:5]([CH2:8][N:9]2[C:14](=[O:15])[C:13]([C:16]([NH:18][CH2:19][C:20]([OH:22])=[O:21])=[O:17])=[C:12]([OH:23])[C:11]([CH:24]([CH3:26])[CH3:25])=[N:10]2)=[CH:4][CH:3]=1.[N+:27]([C:30]1[CH:35]=[CH:34][C:33](B(O)O)=[CH:32][CH:31]=1)([O-:29])=[O:28].C(=O)([O-])[O-].[K+].[K+].Cl>O1CCOCC1.O.C1C=CC([P]([Pd]([P](C2C=CC=CC=2)(C2C=CC=CC=2)C2C=CC=CC=2)([P](C2C=CC=CC=2)(C2C=CC=CC=2)C2C=CC=CC=2)[P](C2C=CC=CC=2)(C2C=CC=CC=2)C2C=CC=CC=2)(C2C=CC=CC=2)C2C=CC=CC=2)=CC=1>[OH:23][C:12]1[C:11]([CH:24]([CH3:26])[CH3:25])=[N:10][N:9]([CH2:8][C:5]2[CH:6]=[CH:7][C:2]([C:33]3[CH:34]=[CH:35][C:30]([N+:27]([O-:29])=[O:28])=[CH:31][CH:32]=3)=[CH:3][CH:4]=2)[C:14](=[O:15])[C:13]=1[C:16]([NH:18][CH2:19][C:20]([OH:22])=[O:21])=[O:17] |f:2.3.4,^1:56,58,77,96|. Procedure: To a 5 ml microwave tube was added N-{[2-[(4-bromophenyl)methyl]-5-hydroxy-6-(1-methylethyl)-3-oxo-2,3-dihydro-4-pyridazinyl]carbonyl}glycine (example 61, 40 mg, 0.094 mmol), 4-nitrobenzeneboronic acid (19 mg, 0.10 mmol), potassium carbonate (40 mg, 0.290 mmol), and tetrakis(triphenylphosphine)palladium (0) (6 mg, 5 μmol) in 1,4-Dioxane (1.5 ml) and Water (0.500 ml). The mixture was irradiated at 100° C. for 20 minutes, diluted with water (5 ml), acidified with 1N HCl (2 ml), and extracted with ... The reactants are [BH4-], C1CCOC1, CO, Nc1ccc(C(=O)c2ccccc2C(=O)[O-])cc1[N+](=O)[O-], [Na+]. The product is Nc1ccc(C2OC(=O)c3ccccc32)cc1[N+](=O)[O-]. RXN SMILES: [BH4-:22].[CH2:24]1[O:25][CH2:26][CH2:27][CH2:28]1.[CH3:29][OH:30].[NH2:1][c:2]1[c:3]([N+:19](=[O:20])[O-:21])[cH:4][c:5]([C:8](=[O:9])[c:10]2[c:11]([C:12](=[O:13])[O-:14])[cH:15][cH:16][cH:17][cH:18]2)[cH:6][cH:7]1.[Na+:23]>>[NH2:1][c:2]1[c:3]([N+:19](=[O:20])[O-:21])[cH:4][c:5]([CH:8]2[c:10]3[c:11]([cH:15][cH:16][cH:17][cH:18]3)[C:12](=[O:14])[O:13]2)[cH:6][cH:7]1. Yields the product O=C(NCCc1ccc(F)cc1)c1csc(Br)c1. The reactants are O=C(O)c1csc(Br)c1, CCN=C=NCCCN(C)C, ClCCl, Cl, CNCCc1ccc(F)cc1. RXN SMILES: [Br:1][c:2]1[cH:3][c:4]([C:7](=[O:8])[OH:9])[cH:5][s:6]1.[CH2:22]([N:23]=[C:24]=[N:25][CH2:26][CH2:27][CH2:28][N:29]([CH3:30])[CH3:31])[CH3:32].[Cl:33][CH2:34][Cl:35].[ClH:21].[F:10][c:11]1[cH:12][cH:13][c:14]([CH2:17][CH2:18][NH:19][CH3:20])[cH:15][cH:16]1>>[Br:1][c:2]1[cH:3][c:4]([C:7](=[O:9])[NH:19][CH2:18][CH2:17][c:14]2[cH:13][cH:12][c:11]([F:10])[cH:16][cH:15]2)[cH:5][s:6]1. Starting materials: [Al+3], CCOC(C)=O, [H-], [H-], [H-], [H-], [Li+], [Na+], COC(=O)c1cccnc1Nc1ccc2c(c1)OCCO2, C1CCOC1, [OH-]. The product is OCc1cccnc1Nc1ccc2c(c1)OCCO2. RXN SMILES: [Al+3:2].[CH3:35][CH2:36][O:37][C:38](=[O:39])[CH3:40].[H-:1].[H-:4].[H-:5].[H-:6].[Li+:3].[Na+:34].[O:12]1[c:13]2[c:14]([cH:18][c:19]([NH:22][c:23]3[c:24]([C:25](=[O:26])[O:27][CH3:28])[cH:29][cH:30][cH:31][n:32]3)[cH:20][cH:21]2)[O:15][CH2:16][CH2:17]1.[O:7]1[CH2:8][CH2:9][CH2:10][CH2:11]1.[OH-:33]>>[O:12]1[c:13]2[c:14]([cH:18][c:19]([NH:22][c:23]3[c:24]([CH2:25][OH:26])[cH:29][cH:30][cH:31][n:32]3)[cH:20][cH:21]2)[O:15][CH2:16][CH2:17]1. The reactants are CO (methanol), OO (hydrogen-peroxide), S(O)(O)(=O)=O (sulphuric acid), C(C)(C)(C)[Si](OC1=CC=C(C=C1)[C@@H]1[C@H](C(N1C1=CC=C(C=C1)F)=O)CCC(=O)C1=CC=C(C=C1)F)(C)C ((3R,4S)-4-[4-(tert-butyl-dimethyl-silanyl-oxy)-phenyl]-1-(4-fluorophenyl)-3-[3-(4-fluorophenyl)-3-oxo-propyl]-azetidin-2-on), (R)-o-tolyl-CBS-oxazaborolidine, borane-dimethyl. Run in O (water). Yields the product C(C)(C)(C)[Si](OC1=CC=C(C=C1)[C@@H]1[C@H](C(N1C1=CC=C(C=C1)F)=O)CC[C@H](O)C1=CC=C(C=C1)F)(C)C ((3R,4S)-4-[4-(tert-Butyl-dimethyl-silanyl-oxy)-phenyl]-1-(4-fluorophenyl)-3-[(S)-3-(4-fluorophenyl)-3-hydroxypropyl]-azetidin-2-one). As a reaction SMILES: [C:1]([Si:5]([CH3:37])([CH3:36])[O:6][C:7]1[CH:12]=[CH:11][C:10]([C@H:13]2[N:16]([C:17]3[CH:22]=[CH:21][C:20]([F:23])=[CH:19][CH:18]=3)[C:15](=[O:24])[C@@H:14]2[CH2:25][CH2:26][C:27]([C:29]2[CH:34]=[CH:33][C:32]([F:35])=[CH:31][CH:30]=2)=[O:28])=[CH:9][CH:8]=1)([CH3:4])([CH3:3])[CH3:2].CO.OO.S(=O)(=O)(O)O>O>[C:1]([Si:5]([CH3:37])([CH3:36])[O:6][C:7]1[CH:8]=[CH:9][C:10]([C@H:13]2[N:16]([C:17]3[CH:22]=[CH:21][C:20]([F:23])=[CH:19][CH:18]=3)[C:15](=[O:24])[C@@H:14]2[CH2:25][CH2:26][C@@H:27]([C:29]2[CH:34]=[CH:33][C:32]([F:35])=[CH:31][CH:30]=2)[OH:28])=[CH:11][CH:12]=1)([CH3:2])([CH3:4])[CH3:3]. Procedure details: 5.00 g (9.6 mmol) (3R,4S)-4-[4-(tert-butyl-dimethyl-silanyl-oxy)-phenyl]-1-(4-fluorophenyl)-3-[3-(4-fluorophenyl)-3-oxo-propyl]-azetidin-2-on was solved in 9.6 ml water-free dichloromethane, and then 1.92 ml (0.96 mmol) (R)-o-tolyl-CBS-oxazaborolidine 0.5 M-toluenic solution was added. The mixture was cooled to a temperature between 0 and −5° C., and at this temperature a dichloromethanic solution of 1.9 ml 1.0 M borane-dimethyl was added for 6 h. The reaction mixture had been stirred at this te... The reactants are CN(C)C=O, CC#N, CC(Cl)c1nc2cccnc2[nH]1, c1ccc(P(c2ccccc2)c2ccccc2)cc1. Reaction SMILES: [CH3:32][N:33]([CH3:34])[CH:35]=[O:36].[CH3:37][C:38]#[N:39].[Cl:1][CH:2]([CH3:3])[c:4]1[n:5][c:6]2[c:7]([n:8][cH:9][cH:10][cH:11]2)[nH:12]1.[c:13]1([P:19]([c:20]2[cH:21][cH:22][cH:23][cH:24][cH:25]2)[c:26]2[cH:27][cH:28][cH:29][cH:30][cH:31]2)[cH:14][cH:15][cH:16][cH:17][cH:18]1>>[CH:2]([CH3:3])([c:4]1[n:5][c:6]2[c:7]([n:8][cH:9][cH:10][cH:11]2)[nH:12]1)[P+:19]([c:13]1[cH:14][cH:15][cH:16][cH:17][cH:18]1)([c:20]1[cH:21][cH:22][cH:23][cH:24][cH:25]1)[c:26]1[cH:27][cH:28][cH:29][cH:30][cH:31]1.[Cl-:1]. Product: CC(c1nc2cccnc2[nH]1)[P+](c1ccccc1)(c1ccccc1)c1ccccc1, [Cl-].